From a dataset of the Open Reaction Database (ORD), a public repository of structured organic reaction records. describe an organic reaction: reactants, conditions, products, and yield The reactants are CCO, CNN, COC(=O)C(CSC)NC(C)=O. The product is CSCC(NC(C)=O)C(=O)N(C)N. RXN SMILES: [CH2:16]([OH:17])[CH3:18].[CH3:13][NH:14][NH2:15].[CH3:1][O:2][C:3]([CH:4]([NH:5][C:6]([CH3:7])=[O:8])[CH2:9][S:10][CH3:11])=[O:12]>>[O:2]=[C:3]([CH:4]([NH:5][C:6]([CH3:7])=[O:8])[CH2:9][S:10][CH3:11])[N:14]([CH3:13])[NH2:15]. Starting materials: [NH2-], [Na], COc1ccc2c(c1)CCC2=O, C1CCOC1, COc1ccc(C(=O)Oc2ccccc2)cc1. The product is COc1ccc(C(=O)C2Cc3cc(OC)ccc3C2=O)cc1. Reaction SMILES: [NH2-:14].[Na:13].[O:1]=[C:2]1[CH2:3][CH2:4][c:5]2[cH:6][c:7]([O:11][CH3:12])[cH:8][cH:9][c:10]21.[O:32]1[CH2:33][CH2:34][CH2:35][CH2:36]1.[c:15]1([O:21][C:22](=[O:16])[c:23]2[cH:24][cH:25][c:26]([O:29][CH3:30])[cH:27][cH:28]2)[cH:17][cH:18][cH:19][cH:20][cH:31]1>>[O:1]=[C:2]1[CH:3]([C:22](=[O:21])[c:23]2[cH:24][cH:25][c:26]([O:29][CH3:30])[cH:27][cH:28]2)[CH2:4][c:5]2[cH:6][c:7]([O:11][CH3:12])[cH:8][cH:9][c:10]21. Starting materials: NC1CN(CC1)C1=NC(=C(C(=O)OC)C=C1F)NC1=C(C=C(C=C1)F)F (methyl 6-(3-amino-1-pyrrolidinyl)-2-(2,4-difluorophenylamino)-5-fluoronicotinate), C(C)(=O)OC(C)=O (acetic anhydride), C(C)OCC (diethyl ether). Run in C(Cl)(Cl)Cl (chloroform). Product: C(C)(=O)NC1CN(CC1)C1=NC(=C(C(=O)OC)C=C1F)NC1=C(C=C(C=C1)F)F (methyl 6-(3-acetylamino-1-pyrrolidinyl)-2-(2,4-difluorophenylamino)-5-fluoronicotinate). Yield: 99.4%. Reaction SMILES: [NH2:1][CH:2]1[CH2:6][CH2:5][N:4]([C:7]2[C:16]([F:17])=[CH:15][C:10]([C:11]([O:13][CH3:14])=[O:12])=[C:9]([NH:18][C:19]3[CH:24]=[CH:23][C:22]([F:25])=[CH:21][C:20]=3[F:26])[N:8]=2)[CH2:3]1.[C:27](OC(=O)C)(=[O:29])[CH3:28].C(OCC)C>C(Cl)(Cl)Cl>[C:27]([NH:1][CH:2]1[CH2:6][CH2:5][N:4]([C:7]2[C:16]([F:17])=[CH:15][C:10]([C:11]([O:13][CH3:14])=[O:12])=[C:9]([NH:18][C:19]3[CH:24]=[CH:23][C:22]([F:25])=[CH:21][C:20]=3[F:26])[N:8]=2)[CH2:3]1)(=[O:29])[CH3:28]. Procedure: In 6.5 ml of chloroform was dissolved 650 mg of methyl 6-(3-amino-1-pyrrolidinyl)-2-(2,4-difluorophenylamino)-5-fluoronicotinate, and 190 mg of acetic anhydride was added to the resulting solution, after which the resulting mixture was subjected to reaction at room temperature for 10 minutes. The solvent was then removed by distillation under reduced pressure. To the crystalline material thus obtained was added 2 ml of diethyl ether, after which crystals were collected by filtration to obtain 72... The reactants are BrC1=CN=CC2=CC3=C(C=C12)C=CC=C3 (4-bromobenzo[g]isoquinoline), C1=CC(=CC(=C1)Cl)C(=O)OO (mCPBA). Run in CCOCC (ether), ClCCl (dichloromethane). Product: BrC1=C[N+](=CC2=CC3=C(C=C12)C=CC=C3)[O-] (4-bromobenzo[g]isoquinoline 2-oxide). As a reaction SMILES: [Br:1][C:2]1[C:11]2[C:6](=[CH:7][C:8]3[CH:15]=[CH:14][CH:13]=[CH:12][C:9]=3[CH:10]=2)[CH:5]=[N:4][CH:3]=1.C1C=C(Cl)C=C(C(OO)=[O:24])C=1>ClCCl.CCOCC>[Br:1][C:2]1[C:11]2[C:6](=[CH:7][C:8]3[CH:15]=[CH:14][CH:13]=[CH:12][C:9]=3[CH:10]=2)[CH:5]=[N+:4]([O-:24])[CH:3]=1. Procedure details: A solution of 4-bromobenzo[g]isoquinoline (7-3) (390 mg, 1.5 mmol, 1. eq) in dichloromethane (25 ml) was treated with mCPBA (˜70%, 559 mg, 2.27 mmol, 1.5 eq) and the reaction mixture was stirred at room temperature until LCMS showed complete conversion. The reaction mixture was diluted with ether, and the precipitate was collected by filtration, washed with ether, and dried to give the title N-oxide 7-4. LRMS m/z: found 274.0, 276.0, calcd. (M+H) 274.0, 276.0